This data is from the Open Reaction Database (ORD), a public repository of structured organic reaction records. The task is: describe an organic reaction: reactants, conditions, products, and yield Reactants: C(C=C)(=O)OCCOS(=O)(=O)C1=CC=C(C=C1)C (2-(toluene-4-sulfonyloxy)ethyl acrylate), C(C(=C)C)(=O)OCC1CO1 (glycidyl methacrylate), CC(C)(C#N)N=NC(C)(C)C#N (AIBN), C(C=C)(=O)OCCCO (3-hydroxypropyl acrylate), C(C(=C)C)(=O)OC (methyl methacrylate). Run in O1CCCC1 (tetrahydrofuran). Reaction conditions: temperature 67.5 celsius. Product: C(C=C)(=O)OCCOS(=O)(=O)C1=CC=C(C=C1)C.C(C=C)(=O)OCCCO (2-(toluene-4-sulfonyloxy)ethyl acrylate 3-hydroxypropyl acrylate). Yield: 65.0%. Reaction SMILES: [C:1]([O:5][CH2:6][CH2:7][O:8][S:9]([C:12]1[CH:17]=[CH:16][C:15]([CH3:18])=[CH:14][CH:13]=1)(=[O:11])=[O:10])(=[O:4])[CH:2]=[CH2:3].[C:19]([O:23][CH2:24][CH2:25][CH2:26][OH:27])(=[O:22])[CH:20]=[CH2:21].C(OC)(=O)C(C)=C.C(OCC1OC1)(=O)C(C)=C.CC(N=NC(C#N)(C)C)(C#N)C>O1CCCC1>[C:1]([O:5][CH2:6][CH2:7][O:8][S:9]([C:12]1[CH:17]=[CH:16][C:15]([CH3:18])=[CH:14][CH:13]=1)(=[O:10])=[O:11])(=[O:4])[CH:2]=[CH2:3].[C:19]([O:23][CH2:24][CH2:25][CH2:26][OH:27])(=[O:22])[CH:20]=[CH2:21] |f:6.7|. Procedure details: In a 500 ml round-bottom flask was placed 0.3 mole of 2-(toluene-4-sulfonyloxy)ethyl acrylate, 0.25 mole of 3-hydroxypropyl acrylate, 0.1 mole of methyl methacrylate, 0.3 mole of glycidyl methacrylate, 300 g of tetrahydrofuran (THF), and 0.1 g-3 g of AIBN. The reaction mixture was heated at 60-75° C. for 5-20 hours. The product precipitated in ethyl ether or n-hexane, filtered and dried to provide poly [2-(toluene-4-sulfonyloxy)ethyl acrylate/3-hydroxypropyl acrylate/-methyl methacrylate/-glycid... Reactants: [BH4-], COc1ccc(C=NCCc2ccccc2)c(OCCCN2CCOCC2)c1, CO, [Na+]. Yields the product COc1ccc(CNCCc2ccccc2)c(OCCCN2CCOCC2)c1. RXN SMILES: [BH4-:29].[CH3:1][O:2][c:3]1[cH:4][cH:5][c:6]([CH:19]=[N:20][CH2:21][CH2:22][c:23]2[cH:24][cH:25][cH:26][cH:27][cH:28]2)[c:7]([O:8][CH2:9][CH2:10][CH2:11][N:12]2[CH2:13][CH2:14][O:15][CH2:16][CH2:17]2)[cH:18]1.[CH3:31][OH:32].[Na+:30]>>[CH3:1][O:2][c:3]1[cH:4][cH:5][c:6]([CH2:19][NH:20][CH2:21][CH2:22][c:23]2[cH:24][cH:25][cH:26][cH:27][cH:28]2)[c:7]([O:8][CH2:9][CH2:10][CH2:11][N:12]2[CH2:13][CH2:14][O:15][CH2:16][CH2:17]2)[cH:18]1. Reactants: ClC1=CC(NC=C1)=O (4-chloropyridin-2(1H)-one), C(=O)([O-])[O-].[K+].[K+] (K2CO3), ClC1=CC=C(C=C1)CS ((4-chlorophenyl)methanethiol), crude product. Solvent: C(Cl)Cl (CH2Cl2). Conditions: temperature 100 celsius, time 18 hour. Yields the product ClC1=CC=C(CSC2=CC(NC=C2)=O)C=C1 (4-(4-Chlorobenzylthio)pyridin-2(1H)-one). Reaction SMILES: Cl[C:2]1[CH:7]=[CH:6][NH:5][C:4](=[O:8])[CH:3]=1.C([O-])([O-])=O.[K+].[K+].[Cl:15][C:16]1[CH:21]=[CH:20][C:19]([CH2:22][SH:23])=[CH:18][CH:17]=1>C(Cl)Cl>[Cl:15][C:16]1[CH:21]=[CH:20][C:19]([CH2:22][S:23][C:2]2[CH:7]=[CH:6][NH:5][C:4](=[O:8])[CH:3]=2)=[CH:18][CH:17]=1 |f:1.2.3|. Reported procedure: A mixture of 4-chloropyridin-2(1H)-one (100 mg, 0.77 mmol), K2CO3 (320 mg, 2.32 mmol) and (4-chlorophenyl)methanethiol (612 mg, 3.86 mmol) was stirred at 100° C. for 18 hours. After cooling the reaction to RT and was dilution with CH2Cl2 (5 mL), the crude product was subjected to flash chromatography (silica gel/hexane-EtOAc 100:0 to 0:100 gradient, employing LC-MS to identify the fractions containing the desired product) to afford 4-(4-chlorobenzylthio)pyridin-2(1H)-one 8A (96 mg, 46.9% yield).... The solvent is C(C)(=O)OCC (ethyl acetate), C(C)#N (acetonitrile), C(C)(=O)OCC (ethyl acetate). Starting materials: C(C(=O)O)(=O)O (oxalic acid), ClCCCOC1=C2C=CNC2=CC=C1 (1-chloro-3-(4-indolyloxy)propane), N1CCC2(CC1)OCC1=C(C2)C=CC=C1 (1,4-dihydrospiro[3H-2-benzopyran-3,4'-piperidine]), C([O-])([O-])=O.[K+].[K+] (potassium carbonate). Yields the product C(C(=O)O)(=O)O.N1C=CC2=C(C=CC=C12)OCCCN1CCC2(CC1)OCC1=C(C2)C=CC=C1 (1-(4-indolyloxy)-3-(1,4-dihydrospiro[3H-2-benzopyran-3,4'-piperidin]-1'-yl)propane ethanedioate). Procedure: A solution of 1-chloro-3-(4-indolyloxy)propane, 1,4-dihydrospiro[3H-2-benzopyran-3,4'-piperidine] and 3 equivalents of potassium carbonate in acetonitrile was heated at reflux for 12 h. The mixture was cooled, diluted with ethyl acetate, and the organic layer was separated and washed with brine. The crude residue was purified by silica gel chromatography (dichloromethane/5% methanol in dichloromethane gradient eluent). The resulting free base was dissolved in ethyl acetate and precipitated with ... Reaction SMILES: Cl[CH2:2][CH2:3][CH2:4][O:5][C:6]1[CH:14]=[CH:13][CH:12]=[C:11]2[C:7]=1[CH:8]=[CH:9][NH:10]2.[NH:15]1[CH2:20][CH2:19][C:18]2([CH2:25][C:24]3[CH:26]=[CH:27][CH:28]=[CH:29][C:23]=3[CH2:22][O:21]2)[CH2:17][CH2:16]1.C(=O)([O-])[O-].[K+].[K+].[C:36]([OH:41])(=[O:40])[C:37]([OH:39])=[O:38]>C(#N)C.C(OCC)(=O)C>[C:36]([OH:41])(=[O:40])[C:37]([OH:39])=[O:38].[NH:10]1[C:11]2[C:7](=[C:6]([O:5][CH2:4][CH2:3][CH2:2][N:15]3[CH2:20][CH2:19][C:18]4([CH2:25][C:24]5[CH:26]=[CH:27][CH:28]=[CH:29][C:23]=5[CH2:22][O:21]4)[CH2:17][CH2:16]3)[CH:14]=[CH:13][CH:12]=2)[CH:8]=[CH:9]1 |f:2.3.4,8.9|. The reactants are O=C1SCC(N1)=N (2-oxo-4-iminothiazolidine), N=C1NC(C2=CC=CC=C12)=N (1,3-diiminoisoindoline), C(CO)O (ethylene glycol). Run in CO (methanol). Product: N=C1NC(C2=CC=CC=C12)=C1C(NC(S1)=O)=N (1-imino-3-(2'-oxo-4'-iminothiazolidinylidene)-isoindoline). RXN SMILES: [O:1]=[C:2]1[NH:6][C:5](=[NH:7])[CH2:4][S:3]1.[NH:8]=[C:9]1[C:17]2[C:12](=[CH:13][CH:14]=[CH:15][CH:16]=2)[C:11](=N)[NH:10]1.C(O)CO>CO>[NH:8]=[C:9]1[C:17]2[C:12](=[CH:13][CH:14]=[CH:15][CH:16]=2)[C:11](=[C:4]2[S:3][C:2](=[O:1])[NH:6][C:5]2=[NH:7])[NH:10]1. Procedure details: 17.5 parts of 2-oxo-4-iminothiazolidine and 32 parts of the adduct of 1,3-diiminoisoindoline and ethylene glycol, in 400 parts of methanol, are refluxed for 5 hours. After the mixture has cooled, the product is filtered off, washed with methanol and dried. 33 parts of 1-imino-3-(2'-oxo-4'-iminothiazolidinylidene)-isoindoline (formula II, Z=°O) are obtained as a yellowish brown powder. Reactants: CO, CC1CN(CCC23CCC(CC2)NO3)CCC1O, Cl. The product is CC1CN(CCC2(O)CCC(N)CC2)CCC1O. As a reaction SMILES: [CH3:20][OH:21].[CH3:2][CH:3]1[CH2:4][N:5]([CH2:10][CH2:11][C:12]23[O:13][NH:14][CH:15]([CH2:16][CH2:17]2)[CH2:18][CH2:19]3)[CH2:6][CH2:7][CH:8]1[OH:9].[ClH:1]>>[CH3:2][CH:3]1[CH2:4][N:5]([CH2:10][CH2:11][C:12]2([OH:13])[CH2:17][CH2:16][CH:15]([NH2:14])[CH2:18][CH2:19]2)[CH2:6][CH2:7][CH:8]1[OH:9].